From a dataset of the Open Reaction Database (ORD), a public repository of structured organic reaction records. describe an organic reaction: reactants, conditions, products, and yield Reactants: COC(C1=CC(=CC=C1)C=1N=NC(=CC1)C)=O (3-(6-methyl-pyridazin-3-yl)-benzoic acid methyl ester), O=S(Cl)Cl (SOCl2), C(=O)(O)C=1C=C(C=CC1)B(O)O (3-carboxyphenylboronic acid), ClC=1N=NC(=CC1)C (3-chloro-6-methylpyridazine), C(C)#N (acetonitrile). Solvent: C(=O)([O-])[O-].[Na+].[Na+] (Na2CO3). Yields the product C(C)(C)(C)OC(CC(=O)C1=CC(=CC=C1)C=1N=NC(=CC1)C)=O (3-[3-(6-Methyl-pyridazin-3-yl)-phenyl]-3-oxo-propionic acid tert-butyl ester), solid. Reaction SMILES: CO[C:3](=[O:17])[C:4]1[CH:9]=[CH:8][CH:7]=[C:6]([C:10]2[N:11]=[N:12][C:13]([CH3:16])=[CH:14][CH:15]=2)[CH:5]=1.[C:18]([C:21]1C=C(B(O)O)C=CC=1)([OH:20])=[O:19].ClC1N=N[C:34]([CH3:37])=[CH:35]C=1.O=S(Cl)Cl.[C:42](#N)C>C([O-])([O-])=O.[Na+].[Na+]>[C:34]([O:20][C:18](=[O:19])[CH2:21][C:3]([C:4]1[CH:9]=[CH:8][CH:7]=[C:6]([C:10]2[N:11]=[N:12][C:13]([CH3:16])=[CH:14][CH:15]=2)[CH:5]=1)=[O:17])([CH3:35])([CH3:37])[CH3:42] |f:5.6.7|. Procedure details: The title compound was prepared from 3-(6-methyl-pyridazin-3-yl)-benzoic acid methyl ester [prepared by the following procedure: A mixture of 3-carboxyphenylboronic acid (2.24 g, 13.5 mmol) and 3-chloro-6-methylpyridazine (1.79 g, 13.5 mmol) in acetonitrile (67 mL) and 0.4M Na2CO3-solution (67 mL) was degassed and Pd(Ph3P)4 (0.78 g, 5 mol %) was added. The reaction mixture was refluxed for 16 h, evaporated to dryness (cf. Synlett 2000, 829). The residue was suspended in MeOH (200 mL) and SOCl2 (...